From a dataset of the Open Reaction Database (ORD), a public repository of structured organic reaction records. describe an organic reaction: reactants, conditions, products, and yield Reactants: Cl.NCC1(CC1)C1=CC=C(C=C1)C=1C=2C3=C(C(NC2C(=CC1OC)Br)=O)SC=C3 (9-(4-(1-(aminomethyl)cyclopropyl)phenyl)-6-bromo-8-methoxythieno[2,3-c]quinolin-4(5H)-one hydrochloride), BrB(Br)Br (tribromoborane). Yields the product Cl.NCC1(CC1)C1=CC=C(C=C1)C=1C=2C3=C(C(NC2C(=CC1O)Br)=O)SC=C3 (9-(4-(1-(Aminomethyl)cyclopropyl)phenyl)-6-bromo-8-hydroxythieno[2,3-c]quinolin-4(5H)-one Hydrochloride). Isolated yield 54.0%. As a reaction SMILES: [ClH:1].[NH2:2][CH2:3][C:4]1([C:7]2[CH:12]=[CH:11][C:10]([C:13]3[C:14]4[C:15]5[CH:29]=[CH:28][S:27][C:16]=5[C:17](=[O:26])[NH:18][C:19]=4[C:20]([Br:25])=[CH:21][C:22]=3[O:23]C)=[CH:9][CH:8]=2)[CH2:6][CH2:5]1.BrB(Br)Br>>[ClH:1].[NH2:2][CH2:3][C:4]1([C:7]2[CH:8]=[CH:9][C:10]([C:13]3[C:14]4[C:15]5[CH:29]=[CH:28][S:27][C:16]=5[C:17](=[O:26])[NH:18][C:19]=4[C:20]([Br:25])=[CH:21][C:22]=3[OH:23])=[CH:11][CH:12]=2)[CH2:5][CH2:6]1 |f:0.1,3.4|. Reported procedure: Following General Procedure F, 9-(4-(1-(aminomethyl)cyclopropyl)phenyl)-6-bromo-8-methoxythieno[2,3-c]quinolin-4(5H)-one hydrochloride (100 mg, 0.22 mmol was reacted with tribromoborane (1.0 M in methylene chloride, 1.32 mL, 1.32 mmol) to afford the desired product (52 mg, 54%) as a white solid: 1H NMR (500 MHz, MeOD) δ 7.63 (t, J=6.8 Hz, 3H), 7.48 (s, 1H), 7.33 (d, J=8.2 Hz, 2H), 6.14 (d, J=5.4 Hz, 1H), 3.26 (s, 2H), 1.19 (t, J=5.6 Hz, 2H), 1.12 (t, J=5.5 Hz, 2H); ESI MS m/z 442 [C21H17BrN2O2S+...